This data is from the Open Reaction Database (ORD), a public repository of structured organic reaction records. The task is: describe an organic reaction: reactants, conditions, products, and yield The reactants are COC1=CSC2=C1NC=C(C2=O)C(=O)OCC (3-Methoxy-6-ethoxycarbonylthieno[3,2-b]pyridin-7-(4H)-one), P(=O)(Cl)(Cl)Cl (phosphorus oxychloride), [OH-].[Na+] (sodium hydroxide). Run at time 30 minute. Product: COC1=CSC=2C1=NC=C(C2Cl)C(=O)OCC (Ethyl 3-methoxy-7-chlorothieno[3,2-b]pyridine-6-carboxylate). RXN SMILES: [CH3:1][O:2][C:3]1[C:7]2[NH:8][CH:9]=[C:10]([C:13]([O:15][CH2:16][CH3:17])=[O:14])[C:11](=O)[C:6]=2[S:5][CH:4]=1.[OH-].[Na+].P(Cl)(Cl)([Cl:22])=O>>[CH3:1][O:2][C:3]1[C:7]2=[N:8][CH:9]=[C:10]([C:13]([O:15][CH2:16][CH3:17])=[O:14])[C:11]([Cl:22])=[C:6]2[S:5][CH:4]=1 |f:1.2|. Procedure: 3-Methoxy-6-ethoxycarbonylthieno[3,2-b]pyridin-7-(4H)-one (3 g, 0.0118 mol) and phosphorus oxychloride (10 ml) was heated under reflux for one hour. The reaction mixture was poured onto ice (200 g) and stirred for 30 minutes. The mixture was then basified with 40% sodium hydroxide solution and extracted with chloroform (3×100 ml). The chloroform extracts were combined, dried over magnesium sulphate, filtered and evaporated under reduced pressure to give the title compound as a buff-colour solid,... Starting materials: O1CCCC1 (tetrahydrofuran), [H-].[Na+] (NaH), oil, C(CC(=O)[O-])(=O)OCC (ethyl malonate), ClC1=NC(=NC(=C1)OC1CCC2(OCCO2)CC1)C(F)(F)F (4-chloro-6-(1,4-dioxaspiro[4.5]dec-8-yloxy)-2-(trifluoromethyl)pyrimidine). Run in C([O-])(O)=O (bicarbonate). Reaction conditions: temperature 64 celsius, time 3 hour. Product: O1CCOC12CCC(CC2)OC2=CC(=NC(=N2)C(F)(F)F)C(C(=O)OCC)C(=O)OCC (Diethyl [6-(1,4-dioxaspiro[4.5]dec-8-yloxy)-2-(trifluoromethyl)pyrimidin-4yl]malonate). Isolated yield 90.0%. As a reaction SMILES: O1CC[CH2:3][CH2:2]1.[H-].[Na+].[C:8]([O:14][CH2:15][CH3:16])(=[O:13])[CH2:9][C:10]([O-:12])=[O:11].Cl[C:18]1[CH:23]=[C:22]([O:24][CH:25]2[CH2:34][CH2:33][C:28]3([O:32][CH2:31][CH2:30][O:29]3)[CH2:27][CH2:26]2)[N:21]=[C:20]([C:35]([F:38])([F:37])[F:36])[N:19]=1>C(=O)(O)[O-]>[O:32]1[C:28]2([CH2:33][CH2:34][CH:25]([O:24][C:22]3[N:21]=[C:20]([C:35]([F:38])([F:37])[F:36])[N:19]=[C:18]([CH:9]([C:10]([O:12][CH2:2][CH3:3])=[O:11])[C:8]([O:14][CH2:15][CH3:16])=[O:13])[CH:23]=3)[CH2:26][CH2:27]2)[O:29][CH2:30][CH2:31]1 |f:1.2|. Procedure details: To a mixture of tetrahydrofuran (40 mL) and NaH in mineral oil (1.1 g, 28 mmol) at 0° C. was added ethyl malonate (4.2 mL, 28 mmol), dropwise. 4-chloro-6-(1,4-dioxaspiro[4.5]dec-8-yloxy)-2-(trifluoromethyl)pyrimidine (described in Example 1, Step 1) (3.75 g, 11.1 mmol), was then added. The reaction mixture was stirred at 64° C. After 3 hours, HPLC & LCMS analysis showed 70% reaction completion. Heated for another 6 hours, and then cooled to 20° C. Only a trace of decarboxylation product formed. ... The reactants are C(C)OC(=O)C1=NC=2C(=NC3=C(NC2S1)C=CC=C3)N3C[C@@H](N(CC3)C)CCOC ((S)-10-[3-(2-methoxy-ethyl)-4-methyl-piperazin-1-yl]-4H-3-thia-1,4,9-triaza-benzo[f]azulene-2-carboxylic acid ethyl ester), [H-].[H-].[H-].[H-].[Li+].[Al+3] (LiAlH4), [OH-].[Na+] (NaOH). The solvent is C1CCOC1 (THF). Conditions: time 0.5 hour. The product is COCC[C@H]1CN(CCN1)C1=NC2=C(NC=3SC(=NC13)CO)C=CC=C2 ((S)-10-[3-(2-Methoxy-ethyl)-piperazin-1-yl]-4H-3-thia-1,4,9-triaza-benzo[f]azulene-2-yl-methanol). The yield is 49.9%. RXN SMILES: C([O:3][C:4]([C:6]1[S:15][C:14]2[NH:13][C:12]3[CH:16]=[CH:17][CH:18]=[CH:19][C:11]=3[N:10]=[C:9]([N:20]3[CH2:25][CH2:24][N:23](C)[C@@H:22]([CH2:27][CH2:28][O:29][CH3:30])[CH2:21]3)[C:8]=2[N:7]=1)=O)C.[H-].[H-].[H-].[H-].[Li+].[Al+3].[OH-].[Na+]>C1COCC1>[CH3:30][O:29][CH2:28][CH2:27][C@@H:22]1[NH:23][CH2:24][CH2:25][N:20]([C:9]2[C:8]3[N:7]=[C:6]([CH2:4][OH:3])[S:15][C:14]=3[NH:13][C:12]3[CH:16]=[CH:17][CH:18]=[CH:19][C:11]=3[N:10]=2)[CH2:21]1 |f:1.2.3.4.5.6,7.8|. Reported procedure: Combine (S)-10-[3-(2-methoxy-ethyl)-4-methyl-piperazin-1-yl]-4H-3-thia-1,4,9-triaza-benzo[f]azulene-2-carboxylic acid ethyl ester (0.49 g, 1.18 mmol) in 5.0 mL THF, add 2.95 mL of LiAlH4 (1.0 M THF) dropwise at ice-water bath. After addition, remove the ice bath, stir the reaction mixture at RT. After half hour, quench the reaction by adding 1.0 N NaOH cautiously until no gas evolves. Pass the suspension through celite plug, wash repeatedly with ether, and concentrate the organic solution to a r...